Dataset: the Open Reaction Database (ORD), a public repository of structured organic reaction records. Task: describe an organic reaction: reactants, conditions, products, and yield Starting materials: ClC1=NC2=CC=C(C=C2C=C1C(=O)O)Cl (2,6-dichloroquinoline-3-carboxylic acid), ClC1=CC=C(C[C@H](N)C(=O)O)C=C1 (4-chloro-L-phenylalanine). Yields the product C(=O)(O)[C@H](CC1=CC=C(C=C1)Cl)NC1=NC2=CC=C(C=C2C=C1C(=O)O)Cl (2-[(S)-1-Carboxy-2-(4-chloro-phenyl)-ethylamino]-6-chloro-quinoline-3-carboxylic acid). Yield: 63.0%. As a reaction SMILES: Cl[C:2]1[C:11]([C:12]([OH:14])=[O:13])=[CH:10][C:9]2[C:4](=[CH:5][CH:6]=[C:7]([Cl:15])[CH:8]=2)[N:3]=1.[Cl:16][C:17]1[CH:28]=[CH:27][C:20]([CH2:21][C@@H:22]([C:24]([OH:26])=[O:25])[NH2:23])=[CH:19][CH:18]=1>>[C:24]([C@@H:22]([NH:23][C:2]1[C:11]([C:12]([OH:14])=[O:13])=[CH:10][C:9]2[C:4](=[CH:5][CH:6]=[C:7]([Cl:15])[CH:8]=2)[N:3]=1)[CH2:21][C:20]1[CH:27]=[CH:28][C:17]([Cl:16])=[CH:18][CH:19]=1)([OH:26])=[O:25]. Procedure: In close analogy to the procedure described in Example 1, 2,6-dichloroquinoline-3-carboxylic acid is reacted with 4-chloro-L-phenylalanine to provide the title compound in 63% yield as yellow needles (recrystallization from EtOH/water). The reactants are C[O-], CO, CC(=CC#N)c1ccc(Cl)cc1, Cl, NO, [Na+]. Yields the product CC(=CC(N)=NO)c1ccc(Cl)cc1. RXN SMILES: [CH3:16][O-:17].[CH3:19][OH:20].[CH3:1][C:2](=[CH:3][C:4]#[N:5])[c:6]1[cH:7][cH:8][c:9]([Cl:12])[cH:10][cH:11]1.[ClH:13].[NH2:14][OH:15].[Na+:18]>>[CH3:1][C:2](=[CH:3][C:4]([NH2:5])=[N:14][OH:15])[c:6]1[cH:7][cH:8][c:9]([Cl:12])[cH:10][cH:11]1. The reactants are CCOCC (ether), C1OC(CC2=C1C=CC=C2)=O (1,4-dihydro-3H-2-benzopyran-3-one), solution, [H-].[Al+3].[H-].[H-] (aluminum hydride), Cl (HCl). Solvent: ClCCl (dichloromethane), ClCCl (dichloromethane). Run at temperature 0 celsius, time 15 minute. Yields the product C1OC(CC2=C1C=CC=C2)O (3,4-dihydro-1H-2-benzopyran-3-ol). Isolated yield 93.2%. As a reaction SMILES: [CH2:1]1[C:6]2[CH:7]=[CH:8][CH:9]=[CH:10][C:5]=2[CH2:4][C:3](=[O:11])[O:2]1.[H-].[Al+3].[H-].[H-].CCOCC.Cl>ClCCl>[CH2:1]1[C:6]2[CH:7]=[CH:8][CH:9]=[CH:10][C:5]=2[CH2:4][CH:3]([OH:11])[O:2]1 |f:1.2.3.4|. Reported procedure: To a solution of 3.00 g (0.020 mol) of 1,4-dihydro-3H-2-benzopyran-3-one in 100 mL of dry dichloromethane, cooled to -78° C., was added dropwise, over 1 hour, 24 mL (0.022 mol) of a 1M solution of disobutyl aluminum hydride in dichloromethane. After stirring at -78° C. for 2 hours and at 0° C. for 15 minutes, 100 mL of ether was added, followed by dropwise addition of 1.2N HCl until a pH of 1-2 was reached. Separation of the organic phase, extraction of the aqueous phase with ether and concentra... The reactants are ClC1=NC(=NC(=C1)N1[C@@H](COCC1)CC)NC (4-Chloro-6-[(3R)-3-ethyl-4-morpholinyl]-N-methyl-2-pyrimidinamine), C(=O)([O-])[O-].[K+].[K+] (K2CO3), C(#N)C1=C(C=C(C=C1F)B(O)O)F ((4-cyano-3,5-difluorophenyl)boronic acid), C(Cl)Cl (CH2Cl2). Reagents/catalysts: C1=CC=C(C=C1)P([C-]2C=CC=C2)C3=CC=CC=C3.C1=CC=C(C=C1)P([C-]2C=CC=C2)C3=CC=CC=C3.Cl[Pd]Cl.[Fe+2] (PdCl2(dppf)). Run in O1CCOCC1 (1,4-dioxane). Run at temperature 140 celsius. The product is C(C)[C@H]1N(CCOC1)C1=CC(=NC(=N1)NC)C1=CC(=C(C#N)C(=C1)F)F (4-[6-[(3R)-3-Ethyl-4-morpholinyl]-2-(methylamino)-4-pyrimidinyl]-2,6-difluorobenzonitrile). The yield is 129.4%. RXN SMILES: Cl[C:2]1[CH:7]=[C:6]([N:8]2[CH2:13][CH2:12][O:11][CH2:10][C@H:9]2[CH2:14][CH3:15])[N:5]=[C:4]([NH:16][CH3:17])[N:3]=1.[C:18]([C:20]1[C:25]([F:26])=[CH:24][C:23](B(O)O)=[CH:22][C:21]=1[F:30])#[N:19].C(Cl)Cl.C([O-])([O-])=O.[K+].[K+]>C1C=CC(P(C2C=CC=CC=2)[C-]2C=CC=C2)=CC=1.C1C=CC(P(C2C=CC=CC=2)[C-]2C=CC=C2)=CC=1.Cl[Pd]Cl.[Fe+2].O1CCOCC1>[CH2:14]([C@@H:9]1[CH2:10][O:11][CH2:12][CH2:13][N:8]1[C:6]1[N:5]=[C:4]([NH:16][CH3:17])[N:3]=[C:2]([C:23]2[CH:24]=[C:25]([F:26])[C:20]([C:18]#[N:19])=[C:21]([F:30])[CH:22]=2)[CH:7]=1)[CH3:15] |f:3.4.5,6.7.8.9|. Reported procedure: 4-Chloro-6-[(3R)-3-ethyl-4-morpholinyl]-N-methyl-2-pyrimidinamine (250 mg, 0.974 mmol) was added to a 20 mL microwave vial, followed by (4-cyano-3,5-difluorophenyl)boronic acid (356 mg, 1.948 mmol), PdCl2(dppf).CH2Cl2 adduct (39.8 mg, 0.049 mmol), 2M K2CO3 (1.461 mL, 2.92 mmol) and 1,4-dioxane (4 mL). The mixture was heated to 140° C. for 10 minutes. The reaction mixture was filtered through a silica plug and washed with EtOAc (3×). The filtrate was then washed with H2O (2×) and the organic laye... Starting materials: C([O-])(O)=O.[Na+] (sodium bicarbonate), FCCN1C=NC(=C1)C1=CC=C(C=C1)[C@@H]1[C@H](C1)C(=O)OCC (ethyl (1S,2S)-2-{4-[1-(2-fluoroethyl)-1H-imidazol-4-yl]phenyl}cyclopropanecarboxylate), IN1C(CCC1=O)=O (N-iodosuccinimide). Reagents/catalysts: FC(C(=O)O)(F)F (trifluoroacetic acid). Solvent: ClCCl (dichloromethane). Conditions: time 3 hour. The product is FCCN1C=NC(=C1I)C1=CC=C(C=C1)[C@@H]1[C@H](C1)C(=O)OCC (Ethyl (1S,2S)-2-{4-[1-(2-fluoroethyl)-5-iodo-1H-imidazol-4-yl]phenyl}cyclopropanecarboxylate). Isolated yield 17.3%. As a reaction SMILES: [F:1][CH2:2][CH2:3][N:4]1[CH:8]=[C:7]([C:9]2[CH:14]=[CH:13][C:12]([C@H:15]3[CH2:17][C@@H:16]3[C:18]([O:20][CH2:21][CH3:22])=[O:19])=[CH:11][CH:10]=2)[N:6]=[CH:5]1.[I:23]N1C(=O)CCC1=O.C(=O)(O)[O-].[Na+]>ClCCl.FC(F)(F)C(O)=O>[F:1][CH2:2][CH2:3][N:4]1[C:8]([I:23])=[C:7]([C:9]2[CH:14]=[CH:13][C:12]([C@H:15]3[CH2:17][C@@H:16]3[C:18]([O:20][CH2:21][CH3:22])=[O:19])=[CH:11][CH:10]=2)[N:6]=[CH:5]1 |f:2.3|. Procedure details: To a solution of ethyl (1S,2S)-2-{4-[1-(2-fluoroethyl)-1H-imidazol-4-yl]phenyl}cyclopropanecarboxylate (450 mg, 1.488 mmol) in dichloromethane (5 mL) was added N-iodosuccinimide (352 mg, 1.563 mmol) and three drops trifluoroacetic acid. The reaction was stirred at rt for 3 h. The mixture was neutralized with aqueous sodium bicarbonate and the organics were extracted with dichloromethane. The organics were then washed with aqueous sodium thiosulfate, followed by three washes with water. The organ...